Dataset: the Open Reaction Database (ORD), a public repository of structured organic reaction records. Task: describe an organic reaction: reactants, conditions, products, and yield The reactants are ClCl (chlorine), ClCl (chlorine), solution, ClCl (chlorine), O (H2O), C1=CC(C=C2SC3=CC=CC=C3N=C12)=O (3H-phenothiaz-3-one), [Cr](=O)(=O)([O-])O[Cr](=O)(=O)[O-] (dichromate). Solvent: C(C)(=O)O (acetic acid), C(C)(=O)O (acetic acid). Reaction conditions: time 0.5 hour. Product: ClC=1C(C=CC2=NC3=CC=CC=C3SC12)=O (4-chlorophenothiazin-3-one). Reaction SMILES: [CH:1]1[C:14]2[C:5]([S:6][C:7]3[C:12]([N:13]=2)=[CH:11][CH:10]=[CH:9][CH:8]=3)=[CH:4][C:3](=[O:15])[CH:2]=1.[Cr](O[Cr]([O-])(=O)=O)([O-])(=O)=O.[Cl:25]Cl.O>C(O)(=O)C>[Cl:25][C:4]1[C:3](=[O:15])[CH:2]=[CH:1][C:14]2[C:5]=1[S:6][C:7]1[C:12](=[CH:11][CH:10]=[CH:9][CH:8]=1)[N:13]=2. Procedure details: To a stirring solution of 500 g (2.34 mol) of 3H-phenothiaz-3-one in 12.5 L of glacia acetic acid was added 1.25 kg of ptassium dichromate. The mixture was stirred at room temperature for 1/2 hour. To this resulting mixture was then added 2.34 mol of a 1M solution of chlorine in glacial acetic acid dropwise over a period of 4 hours. The progress of the reaction was monitored by tlc to ensure no excess chlorine was added. After addition of chlorine was completed the mixture was stirred at room te... Reactants: CC=1SC2=C(N1)C=C1C(=C2)C2(C(NC3=CC=CC=C23)=O)CO1 (2-methylspiro[furo[2,3-f][1,3]benzothiazole-7,3′-indol]-2′(1′H)-one), BrCC1OCCCC1 (2-(bromomethyl)tetrahydro-2H-pyran), 5,6-dihydrospiro[benzo[1,2-b:5,4-b′]difuran-3,3′-indol]-2″(1′H)-one, BrCC1CCOCC1 (4-(bromomethyl)tetrahydropyran). The product is CC=1S(C2=C(N1)C=C1C(=C2)C2(C(NC3=CC=CC=C23)=O)CO1)CC1CCOCC1 (2-methyl-1-(tetrahydro-2H-pyran-4-ylmethyl)spiro[furo[2,3-f][1,3]benzothiazole-7,3′-indol]-2′(1′H)-one). Reaction SMILES: [CH3:1][C:2]1[S:3][C:4]2[CH:10]=[C:9]3[C:11]4([CH2:21][O:22][C:8]3=[CH:7][C:5]=2[N:6]=1)[C:19]1[C:14](=[CH:15][CH:16]=[CH:17][CH:18]=1)[NH:13][C:12]4=[O:20].Br[CH2:24][CH:25]1[CH2:30][CH2:29][O:28][CH2:27][CH2:26]1.BrCC1CCCCO1>>[CH3:1][C:2]1[SH:3]([CH2:24][CH:25]2[CH2:30][CH2:29][O:28][CH2:27][CH2:26]2)[C:4]2[CH:10]=[C:9]3[C:11]4([CH2:21][O:22][C:8]3=[CH:7][C:5]=2[N:6]=1)[C:19]1[C:14](=[CH:15][CH:16]=[CH:17][CH:18]=1)[NH:13][C:12]4=[O:20]. Procedure details: Following the procedure as described in EXAMPLE 4 and making non-critical variations using 2-methylspiro[furo[2,3-f][1,3]benzothiazole-7,3′-indol]-2′(1′H)-one to replace 5,6-dihydrospiro[benzo[1,2-b:5,4-b′]difuran-3,3′-indol]-2″(1′H)-one, and 4-(bromomethyl)tetrahydropyran to replace 2-(bromomethyl)tetrahydro-2H-pyran, 2-methyl-1-(tetrahydro-2H-pyran-4-ylmethyl)spiro[furo[2,3-f][1,3]benzothiazole-7,3′-indol]-2′(1′H)-one was obtained (44%) as a colorless solid: mp 186-187° C. (hexanes/ethyl aceta...